This data is from the Open Reaction Database (ORD), a public repository of structured organic reaction records. The task is: describe an organic reaction: reactants, conditions, products, and yield Reactants: COC1=C(C=C2C=CC(NC2=C1)=O)[N+](=O)[O-] (7-methoxy-6-nitro-1H-quinolin-2-one), P(=O)(Cl)(Cl)Cl (phosphorus oxychloride). Product: ClC1=NC2=CC(=C(C=C2C=C1)[N+](=O)[O-])OC (2-chloro-7-methoxy-6-nitro-quinoline). Conditions: temperature 110 celsius. Procedure details: A mixture of 7-methoxy-6-nitro-1H-quinolin-2-one (0.13 g) and phosphorus oxychloride (1 mL) was heated at 110° C. for 2 hours. The resulting mixture was then cooled and poured into ice. The solid which formed was collected by filtration and dried under vacuum to afford 0.119 g of 2-chloro-7-methoxy-6-nitro-quinoline as a brown solid. RXN SMILES: [CH3:1][O:2][C:3]1[CH:12]=[C:11]2[C:6]([CH:7]=[CH:8][C:9](=O)[NH:10]2)=[CH:5][C:4]=1[N+:14]([O-:16])=[O:15].P(Cl)(Cl)([Cl:19])=O>>[Cl:19][C:9]1[CH:8]=[CH:7][C:6]2[C:11](=[CH:12][C:3]([O:2][CH3:1])=[C:4]([N+:14]([O-:16])=[O:15])[CH:5]=2)[N:10]=1. The reactants are ClC=1C(=C(C=CC1)C1(CN(CC1)C(=O)OC(C)(C)C)O)F (tert-Butyl 3-(3-chloro-2-fluorophenyl)-3-hydroxypyrrolidin-1-carboxylate), FC(C(=O)O)(F)F (trifluoroacetic acid). Yields the product ClC=1C(=C(C=CC1)C1(CNCC1)O)F (3-(3-CHLORO-2-FLUOROPHENYL)PYRROLIDIN-3-OL). Solvent: ClCCl (dichloromethane). Reported procedure: Preparation according to Preparation 2: tert-Butyl 3-(3-chloro-2-fluorophenyl)-3-hydroxypyrrolidin-1-carboxylate (4.42 g, 14 mmol), dichloromethane (100 mL), trifluoroacetic acid (10 mL). Stirred for 1 h. Yield: 2.24 g. Conditions: time 1 hour. As a reaction SMILES: [Cl:1][C:2]1[C:3]([F:21])=[C:4]([C:8]2([OH:20])[CH2:12][CH2:11][N:10](C(OC(C)(C)C)=O)[CH2:9]2)[CH:5]=[CH:6][CH:7]=1.FC(F)(F)C(O)=O>ClCCl>[Cl:1][C:2]1[C:3]([F:21])=[C:4]([C:8]2([OH:20])[CH2:12][CH2:11][NH:10][CH2:9]2)[CH:5]=[CH:6][CH:7]=1. Reactants: CC1=NC=C(C=C1C)B1OC(C(O1)(C)C)(C)C (2,3-Dimethyl-5-(4,4,5,5-tetramethyl-[1,3,2]dioxaborolan-2-yl)-pyridine), ClC=1N=C(C2=C(N1)SC(=C2)CN2CCN(CC2)S(=O)(=O)C)N2CCOCC2 (2-chloro-6-(4-methanesulfonyl-piperazin-1-ylmethyl)-4-morpholin-4-yl-thieno[2,3-d]pyrimidine). Yields the product CC=1C=C(C=NC1C)C=1N=C(C2=C(N1)SC(=C2)CN2CCN(CC2)S(=O)(=O)C)N2CCOCC2 (4-(2-(5,6-dimethylpyridin-3-yl)-6-((4-(methylsulfonyl)piperazin-1-yl)methyl)thieno[2,3-d]pyrimidin-4-yl)morpholine). RXN SMILES: [CH3:1][C:2]1[C:7]([CH3:8])=[CH:6][C:5](B2OC(C)(C)C(C)(C)O2)=[CH:4][N:3]=1.Cl[C:19]1[N:20]=[C:21]([N:39]2[CH2:44][CH2:43][O:42][CH2:41][CH2:40]2)[C:22]2[CH:27]=[C:26]([CH2:28][N:29]3[CH2:34][CH2:33][N:32]([S:35]([CH3:38])(=[O:37])=[O:36])[CH2:31][CH2:30]3)[S:25][C:23]=2[N:24]=1>>[CH3:8][C:7]1[CH:6]=[C:5]([C:19]2[N:20]=[C:21]([N:39]3[CH2:40][CH2:41][O:42][CH2:43][CH2:44]3)[C:22]3[CH:27]=[C:26]([CH2:28][N:29]4[CH2:30][CH2:31][N:32]([S:35]([CH3:38])(=[O:36])=[O:37])[CH2:33][CH2:34]4)[S:25][C:23]=3[N:24]=2)[CH:4]=[N:3][C:2]=1[CH3:1]. Procedure details: 2,3-Dimethyl-5-(4,4,5,5-tetramethyl-[1,3,2]dioxaborolan-2-yl)-pyridine was reacted with 2-chloro-6-(4-methanesulfonyl-piperazin-1-ylmethyl)-4-morpholin-4-yl-thieno[2,3-d]pyrimidine in General Procedure A. Purification on silica yielded 371. NMR: (CDCl3): (400 MHz, CDCl3): 2.40 (3 H, s, Me), 2.59 (3 H, s, Me), 2.63-2.68 (4 H, m), 2.82 (3 H, s, Me), 3.29-3.31 (4 H, m), 3.84 (2 H, s, CH2), 3.90-3.92 (4 H, m), 3.98-4.00 (4 H, m), 7.17 (1 H, s, Ar), 8.41 (1 H, s, Ar) and 9.35 (1 H, s, Ar). MS: (ESI+)...